This data is from the Open Reaction Database (ORD), a public repository of structured organic reaction records. The task is: describe an organic reaction: reactants, conditions, products, and yield The reactants are O=C([O-])[O-], Ic1ccc(Oc2ccc3c(c2)CCN(C2CCC2)CC3)nc1, [Cs+], [Cs+], [Cu]I, NC1CCCCC1N, O=C1CCN1, C1COCCO1. The product is O=C1CCN1c1ccc(Oc2ccc3c(c2)CCN(C2CCC2)CC3)nc1. As a reaction SMILES: [C:1](=[O:2])([O-:3])[O-:4].[CH:12]1([N:16]2[CH2:17][CH2:18][c:19]3[c:20]([cH:23][cH:24][c:25]([O:27][c:28]4[n:29][cH:30][c:31]([I:34])[cH:32][cH:33]4)[cH:26]3)[CH2:21][CH2:22]2)[CH2:13][CH2:14][CH2:15]1.[Cs+:5].[Cs+:6].[Cu:49][I:50].[NH2:35][CH:36]1[CH2:37][CH2:38][CH2:39][CH2:40][CH:41]1[NH2:42].[NH:7]1[C:8](=[O:11])[CH2:9][CH2:10]1.[O:43]1[CH2:44][CH2:45][O:46][CH2:47][CH2:48]1>>[N:7]1([c:31]2[cH:30][n:29][c:28]([O:27][c:25]3[cH:24][cH:23][c:20]4[c:19]([cH:26]3)[CH2:18][CH2:17][N:16]([CH:12]3[CH2:13][CH2:14][CH2:15]3)[CH2:22][CH2:21]4)[cH:33][cH:32]2)[C:8](=[O:11])[CH2:9][CH2:10]1. The reactants are O=Cc1ccccc1, NC(=O)c1[nH]c2c(N)cccc2c1S(=O)(=O)N1CCOC(COc2ccccc2)C1. Yields the product NC(=O)c1[nH]c2c(NCc3ccccc3)cccc2c1S(=O)(=O)N1CCOC(COc2ccccc2)C1. Reaction SMILES: [CH:1](=[O:2])[c:3]1[cH:4][cH:5][cH:6][cH:7][cH:8]1.[NH2:9][c:10]1[cH:11][cH:12][cH:13][c:14]2[c:15]([S:22](=[O:23])(=[O:24])[N:25]3[CH2:26][CH:27]([CH2:31][O:32][c:33]4[cH:34][cH:35][cH:36][cH:37][cH:38]4)[O:28][CH2:29][CH2:30]3)[c:16]([C:19](=[O:20])[NH2:21])[nH:17][c:18]12>>[CH2:1]([c:3]1[cH:4][cH:5][cH:6][cH:7][cH:8]1)[NH:9][c:10]1[cH:11][cH:12][cH:13][c:14]2[c:15]([S:22](=[O:23])(=[O:24])[N:25]3[CH2:26][CH:27]([CH2:31][O:32][c:33]4[cH:34][cH:35][cH:36][cH:37][cH:38]4)[O:28][CH2:29][CH2:30]3)[c:16]([C:19](=[O:20])[NH2:21])[nH:17][c:18]12. Starting materials: ( 39 ), ClC=1C=C(C=CC1)C(C(=O)N)C1=NC=CC=C1 (3-chlorophenyl pyridyl acetamide). The reagents and catalysts are [Pt] (Platinum on carbon). Solvent: C(C)(=O)O (acetic acid). Product: Cl (hydrochloride), Cl.ClC=1C=C(C=CC1)C(C(=O)N)C1NCCCC1 (3-chlorophenyl-2-piperidyl acetamide hydrochloride). Reaction SMILES: [Cl:1][C:2]1[CH:3]=[C:4]([CH:8]([C:12]2[CH:17]=[CH:16][CH:15]=[CH:14][N:13]=2)[C:9]([NH2:11])=[O:10])[CH:5]=[CH:6][CH:7]=1>C(O)(=O)C.[Pt]>[ClH:1].[ClH:1].[Cl:1][C:2]1[CH:3]=[C:4]([CH:8]([CH:12]2[CH2:17][CH2:16][CH2:15][CH2:14][NH:13]2)[C:9]([NH2:11])=[O:10])[CH:5]=[CH:6][CH:7]=1 |f:4.5|. Procedure details: Yet another process, published in Journal of Medicinal Chemistry 1996, Vol. (39), (6), 1201-1209, teaches catalytic hydrogenation of a solution of 0.43 gm (1.7 mmole) of 3-chlorophenyl pyridyl acetamide in 15 ml of acetic acid and 0.14 gm of 5% Platinum on carbon at 30-40° C. for 10 hrs. The catalyst was removed by filtration and the solvent acetic acid was evaporated to dryness, excess concentrated hydrochloric acid was added, further evaporated to dryness to give hydrochloride of 3-chloropheny...